From a dataset of the Open Reaction Database (ORD), a public repository of structured organic reaction records. describe an organic reaction: reactants, conditions, products, and yield The reactants are CC1=CC=C(C=C1)C=1C(=CC=CC1)C(=O)N (4'-methylbiphenyl-2-carboxamide), BrN1C(CCC1=O)=O (N-bromo-succinimide), CC(C)(C#N)N=NC(C)(C)C#N (AIBN). The solvent is C1=CC=CC=C1 (benzene). Reaction conditions: time 20 hour. The product is BrCC1=CC=C(C=C1)C=1C(=CC=CC1)C(=O)N (4'-bromomethylbiphenyl-2-carboxamide). RXN SMILES: [CH3:1][C:2]1[CH:7]=[CH:6][C:5]([C:8]2[C:9]([C:14]([NH2:16])=[O:15])=[CH:10][CH:11]=[CH:12][CH:13]=2)=[CH:4][CH:3]=1.[Br:17]N1C(=O)CCC1=O.CC(N=NC(C#N)(C)C)(C#N)C>C1C=CC=CC=1>[Br:17][CH2:1][C:2]1[CH:7]=[CH:6][C:5]([C:8]2[C:9]([C:14]([NH2:16])=[O:15])=[CH:10][CH:11]=[CH:12][CH:13]=2)=[CH:4][CH:3]=1. Procedure details: A mixture of 4'-methylbiphenyl-2-carboxamide (2.1 g), N-bromo-succinimide (2.5 g) and azobisisobutyronitrate (AIBN; 82 mg) in benzene (20 ml) was stirred for 20 hours at 60° to 70° C. Resulting crystalline precipitates were collected by filtration, washed with isopropylether and suspended in water. The suspension was stirred for 30 minutes, and insoluble materials were collected by filtration and dried to give crude crystals. Recrystallization from ethyl acetate methanol afforded colorless needl... Reactants: N(=NC(=O)OCC)C(=O)OCC (diethyl azodicarboxylate), Cl (hydrogen chloride), CN1C[C@H]([C@H](CC1)O)C1=CC=CC=C1 (cis-1-methyl-3-phenyl-4-piperidinol), C1(=CC=CC=C1)P(C1=CC=CC=C1)C1=CC=CC=C1 (triphenylphosphine), C=1(O)C(=CC(O)=CC1)C1=CC=CC=C1COCC1=CC=CC=C1C=1C(O)=CC=C(C1)O (hydroquinone monobenzyl ether). Solvent: C1=CC=CC=C1 (benzene), C1=CC=CC=C1 (benzene), CCOCC (ether). Reaction conditions: time 8 hour. Yields the product Cl.C(C1=CC=CC=C1)OC1=CC=C(O[C@H]2[C@@H](CN(CC2)C)C2=CC=CC=C2)C=C1 (Trans-4-(4-benzyloxyphenoxy)-1-methyl-3-phenylpiperidine hydrochloride). As a reaction SMILES: [CH3:1][N:2]1[CH2:7][CH2:6][C@H:5]([OH:8])[C@H:4]([C:9]2[CH:14]=[CH:13][CH:12]=[CH:11][CH:10]=2)[CH2:3]1.C1(P(C2C=CC=CC=2)C2C=CC=CC=2)C=CC=CC=1.C1(C(C2[C:47]([CH2:48][O:49][CH2:50][C:51]3[C:56](C4C(=CC=C(O)C=4)O)=[CH:55][CH:54]=[CH:53][CH:52]=3)=[CH:46][CH:45]=[CH:44][CH:43]=2)=CC(=CC=1)O)O.N(C(OCC)=O)=NC(OCC)=O.[ClH:77]>C1C=CC=CC=1.CCOCC>[ClH:77].[CH2:50]([O:49][C:48]1[CH:43]=[CH:44][C:45]([O:8][C@@H:5]2[CH2:6][CH2:7][N:2]([CH3:1])[CH2:3][C@H:4]2[C:9]2[CH:14]=[CH:13][CH:12]=[CH:11][CH:10]=2)=[CH:46][CH:47]=1)[C:51]1[CH:52]=[CH:53][CH:54]=[CH:55][CH:56]=1 |f:7.8|. Procedure details: To a suspension of 14.2 g of cis-1-methyl-3-phenyl-4-piperidinol, 21.4 g of triphenylphosphine, 16.3 g of hydroquinone monobenzyl ether and 375 ml of anhydrous benzene is added dropwise under nitrogen at 5° C. a solution of 14 g of diethyl azodicarboxylate in 375 ml of benzene. After the addition is complete the mixture is stirred overnight at room temperature and the precipitated solid is filtered and washed with benzene. The filtrate is concentrated in vacuo to a dark brown oil which is tritur... Starting materials: [H-].[Na+] (sodium hydride), C1(=CC=CC=C1)S (thiophenol), COC(COC=1C2=C(N=C(N1)S(=O)(=O)C)N(C(=C2C(C(=O)N)=O)CC)CC2=CC=CC=C2)=O ([[2-(methylsulfonyl)-5-(aminooxoacetyl)-6-ethyl-7-(phenylmethyl)-7H-pyrrolo[2,3-d]pyrimidin-4-yl]oxy]acetic acid methyl ester). The solvent is O1CCCC1 (tetrahydrofuran). Reaction conditions: temperature 55 celsius. The product is COC(COC=1C2=C(N=C(N1)SC1=CC=CC=C1)N(C(=C2C(C(=O)N)=O)CC)CC2=CC=CC=C2)=O ([[2-(phenylthio)-5-(aminooxoacetyl)-6-ethyl-7-(phenylmethyl)-7H-pyrrolo[2,3-d]pyrimidin-4-yl]oxy]acetic acid methyl ester). Yield: 49.0%. RXN SMILES: [H-].[Na+].[C:3]1([SH:9])[CH:8]=[CH:7][CH:6]=[CH:5][CH:4]=1.[CH3:10][O:11][C:12](=[O:42])[CH2:13][O:14][C:15]1[C:16]2[C:27]([C:28](=[O:32])[C:29]([NH2:31])=[O:30])=[C:26]([CH2:33][CH3:34])[N:25]([CH2:35][C:36]3[CH:41]=[CH:40][CH:39]=[CH:38][CH:37]=3)[C:17]=2[N:18]=[C:19](S(C)(=O)=O)[N:20]=1>O1CCCC1>[CH3:10][O:11][C:12](=[O:42])[CH2:13][O:14][C:15]1[C:16]2[C:27]([C:28](=[O:32])[C:29]([NH2:31])=[O:30])=[C:26]([CH2:33][CH3:34])[N:25]([CH2:35][C:36]3[CH:37]=[CH:38][CH:39]=[CH:40][CH:41]=3)[C:17]=2[N:18]=[C:19]([S:9][C:3]2[CH:8]=[CH:7][CH:6]=[CH:5][CH:4]=2)[N:20]=1 |f:0.1|. Procedure details: To a slurry of 5.4 mg (0.23 mmol) of sodium hydride in 1.0 mL of tetrahydrofuran was added 0.025 mL of thiophenol followed by 100 mg (0.21 mmol) of [[2-(methylsulfonyl)-5-(aminooxoacetyl)-6-ethyl-7-(phenylmethyl)-7H-pyrrolo[2,3-d]pyrimidin-4-yl]oxy]acetic acid methyl ester and the mixture heated to 55° C. for 18 hours. The reaction was cooled to ambient temperature and partitioned between 10 mL of methylene chloride and 10 mL of 0.2 M sodium hydrogen sulfate. The organic portion was dried with m... Starting materials: C1CCOC1, CCOC(=O)c1ccc(O)cc1, c1ccc(P(c2ccccc2)c2ccccc2)cc1, OCCC1CCN(Cc2ccccc2)CC1. Yields the product CCOC(=O)c1ccc(OCCC2CCN(Cc3ccccc3)CC2)cc1. As a reaction SMILES: [O:48]1[CH2:49][CH2:50][CH2:51][CH2:52]1.[OH:36][c:37]1[cH:38][cH:39][c:40]([C:41](=[O:42])[O:43][CH2:44][CH3:45])[cH:46][cH:47]1.[c:1]1([P:2]([c:3]2[cH:4][cH:5][cH:6][cH:7][cH:8]2)[c:9]2[cH:10][cH:11][cH:12][cH:13][cH:14]2)[cH:15][cH:16][cH:17][cH:18][cH:19]1.[c:20]1([CH2:26][N:27]2[CH2:28][CH2:29][CH:30]([CH2:33][CH2:34][OH:35])[CH2:31][CH2:32]2)[cH:21][cH:22][cH:23][cH:24][cH:25]1>>[c:20]1([CH2:26][N:27]2[CH2:28][CH2:29][CH:30]([CH2:33][CH2:34][O:35][c:37]3[cH:38][cH:39][c:40]([C:41](=[O:42])[O:43][CH2:44][CH3:45])[cH:46][cH:47]3)[CH2:31][CH2:32]2)[cH:21][cH:22][cH:23][cH:24][cH:25]1. Starting materials: C(C)(C)(C)C=1C=C(C=C(C1O[Si](C)(C)C)C(C)(C)C)P(C1=CC(=C(C(=C1)C(C)(C)C)O[Si](C)(C)C)C(C)(C)C)C1=CC(=C(C(=C1)C(C)(C)C)O[Si](C)(C)C)C(C)(C)C (tris(3,5-di-tert-butyl-4-trimethylsilyloxyphenyl)phosphine), O (water). The solvent is CO (methanol). Yields the product C(C)(C)(C)C=1C=C(C=C(C1O)C(C)(C)C)P(C1=CC(=C(C(=C1)C(C)(C)C)O)C(C)(C)C)C1=CC(=C(C(=C1)C(C)(C)C)O)C(C)(C)C (Tris(3,5-di-tert-butyl-4-hydroxyphenyl)phosphine). RXN SMILES: [C:1]([C:5]1[CH:6]=[C:7]([P:20]([C:40]2[CH:45]=[C:44]([C:46]([CH3:49])([CH3:48])[CH3:47])[C:43]([O:50][Si](C)(C)C)=[C:42]([C:55]([CH3:58])([CH3:57])[CH3:56])[CH:41]=2)[C:21]2[CH:26]=[C:25]([C:27]([CH3:30])([CH3:29])[CH3:28])[C:24]([O:31][Si](C)(C)C)=[C:23]([C:36]([CH3:39])([CH3:38])[CH3:37])[CH:22]=2)[CH:8]=[C:9]([C:16]([CH3:19])([CH3:18])[CH3:17])[C:10]=1[O:11][Si](C)(C)C)([CH3:4])([CH3:3])[CH3:2].O>CO>[C:27]([C:25]1[CH:26]=[C:21]([P:20]([C:7]2[CH:8]=[C:9]([C:16]([CH3:19])([CH3:18])[CH3:17])[C:10]([OH:11])=[C:5]([C:1]([CH3:4])([CH3:3])[CH3:2])[CH:6]=2)[C:40]2[CH:45]=[C:44]([C:46]([CH3:47])([CH3:48])[CH3:49])[C:43]([OH:50])=[C:42]([C:55]([CH3:58])([CH3:57])[CH3:56])[CH:41]=2)[CH:22]=[C:23]([C:36]([CH3:39])([CH3:37])[CH3:38])[C:24]=1[OH:31])([CH3:28])([CH3:29])[CH3:30]. Procedure: A solution of 5.0 g (5.8 mmol) of tris(3,5-di-tert-butyl-4-trimethylsilyloxyphenyl)phosphine and 4.0 ml of water in 100 ml of methanol is heated at reflux temperature for 48 hours. The solvent is removed in vacuo from the reaction mixture and the residue is recrystallized from nitromethane. The mass spectrum shows a molecular ion at m/z=646. The reactants are CN1C2=C(N(CC3=C1C=CC=C3)C(C(F)(F)F)=O)C=CC=C2 (1-(10,11-Dihydro-5-methyl-dibenzo[b,e][1,4]diazepin-10-yl)-2,2,2-trifluoroethanone), [OH-].[Na+] (sodium hydroxide). The solvent is C(C)O (ethanol). The product is CN1C2=C(NCC3=C1C=CC=C3)C=CC=C2 (10,11-Dihydro-5-methyl-dibenzo[b,e][1,4]diazepine). Isolated yield 94.7%. RXN SMILES: [CH3:1][N:2]1[C:8]2[CH:9]=[CH:10][CH:11]=[CH:12][C:7]=2[CH2:6][N:5](C(=O)C(F)(F)F)[C:4]2[CH:19]=[CH:20][CH:21]=[CH:22][C:3]1=2.[OH-].[Na+]>C(O)C>[CH3:1][N:2]1[C:8]2[CH:9]=[CH:10][CH:11]=[CH:12][C:7]=2[CH2:6][NH:5][C:4]2[CH:19]=[CH:20][CH:21]=[CH:22][C:3]1=2 |f:1.2|. Reported procedure: 1-(10,11-Dihydro-5-methyl-dibenzo[b,e][1,4]diazepin-10-yl)-2,2,2-trifluoroethanone of Step B (1.0 g) in ethanol (25 mL) was treated with 1 N sodium hydroxide (10 mL). The reaction mixture was refluxed for five hours, cooled, all volatiles removed in vacuo and the residue triturated with water. The resulting solid was filtered off, redissolved in dichloromethane and dried over anhydrous sodium sulfate. The solution was filtered through a short column of Magnesol® which was eluted with several add... Starting materials: Cc1ccccc1, O=C(Cl)Cl, Oc1ccccc1. Product: O=C(Cl)Oc1ccccc1. Reaction SMILES: [CH3:12][c:13]1[cH:14][cH:15][cH:16][cH:17][cH:18]1.[Cl:8][C:9]([Cl:10])=[O:11].[OH:1][c:2]1[cH:3][cH:4][cH:5][cH:6][cH:7]1>>[O:1]([c:2]1[cH:3][cH:4][cH:5][cH:6][cH:7]1)[C:9]([Cl:8])=[O:11]. The reactants are COC(=O)Oc1cc([N+](=O)[O-])c(F)cc1Br, [Na+], [OH-], O. Yields the product O=[N+]([O-])c1cc(O)c(Br)cc1F. As a reaction SMILES: [Br:1][c:2]1[c:3]([O:4][C:5]([O:6][CH3:7])=[O:8])[cH:9][c:10]([N+:14](=[O:15])[O-:16])[c:11]([F:13])[cH:12]1.[Na+:18].[OH-:17].[OH2:19]>>[Br:1][c:2]1[c:3]([OH:4])[cH:9][c:10]([N+:14](=[O:15])[O-:16])[c:11]([F:13])[cH:12]1.